From a dataset of the Open Reaction Database (ORD), a public repository of structured organic reaction records. describe an organic reaction: reactants, conditions, products, and yield The reactants are P(=O)([O-])([O-])[O-] (phosphate), C[O-].[Na+] (sodium methoxide), NC(=O)NN(C1=CC(=CC=C1)C)CC(=O)OC (methyl [2-(aminocarbonyl)-1-(3-methylphenyl)hydrazino]acetate), O (Water). Run in CO (methanol). Run at time 1 hour. Product: CC=1C=C(C=CC1)N1NC(NC(C1)=O)=O (Dihydro-1-(3-methylphenyl)-1,2,4-triazine-3,5-(2H,4H)-dione). The yield is 60.4%. RXN SMILES: C[O-].[Na+].[NH2:4][C:5]([NH:7][N:8]([CH2:16][C:17]([O:19]C)=O)[C:9]1[CH:14]=[CH:13][CH:12]=[C:11]([CH3:15])[CH:10]=1)=[O:6].O.P([O-])([O-])([O-])=O>CO>[CH3:15][C:11]1[CH:10]=[C:9]([N:8]2[CH2:16][C:17](=[O:19])[NH:4][C:5](=[O:6])[NH:7]2)[CH:14]=[CH:13][CH:12]=1 |f:0.1|. Reported procedure: A solution of sodium methoxide (2.17M in methanol; 3 ml) was added to a stirred solution of methyl [2-(aminocarbonyl)-1-(3-methylphenyl)hydrazino]acetate (0.5 g) in methanol (1 ml), and the mixture was stirred at 20° for 1.0 h. Water (20 ml) was added, followed by pH 6.5 phosphate buffer solution (30 ml), and the mixture was extracted with ethyl acetate (3×80 ml). The combined extracts were washed with water (2×80 ml) and saturated brine (80 ml), dried, and evaporated in vacuo to give a solid wh... The reactants are solution, CC(C)(C)[O-].[Na+] (NaOt-Bu), C(C)OC(=O)C1(CCN(CC1)C(=O)OC(C)(C)C)CCCNC1=C(C=C(C=C1)Br)C (4-[3-(4-Bromo-2-methyl-phenylamino)-propyl]-piperidine-1,4-dicarboxylic acid 1-tert-butyl ester 4-ethyl ester). Run in C1CCOC1 (THF), C1CCOC1 (THF). Run at time 2 hour. Product: C(C)(C)(C)OC(=O)N1CCC2(CCCN(C2=O)C2=C(C=C(C=C2)Br)C)CC1 (2-(4-Bromo-2-methyl-phenyl)-1-oxo-2,9-diaza-spiro[5.5]undecane-9-carboxylic acid tert-butyl ester). Reaction SMILES: C([O:3][C:4]([C:6]1([CH2:19][CH2:20][CH2:21][NH:22][C:23]2[CH:28]=[CH:27][C:26]([Br:29])=[CH:25][C:24]=2[CH3:30])[CH2:11][CH2:10][N:9]([C:12]([O:14][C:15]([CH3:18])([CH3:17])[CH3:16])=[O:13])[CH2:8][CH2:7]1)=O)C.CC([O-])(C)C.[Na+]>C1COCC1>[C:15]([O:14][C:12]([N:9]1[CH2:10][CH2:11][C:6]2([C:4](=[O:3])[N:22]([C:23]3[CH:28]=[CH:27][C:26]([Br:29])=[CH:25][C:24]=3[CH3:30])[CH2:21][CH2:20][CH2:19]2)[CH2:7][CH2:8]1)=[O:13])([CH3:16])([CH3:18])[CH3:17] |f:1.2|. Procedure: 4-[3-(4-Bromo-2-methyl-phenylamino)-propyl]-piperidine-1,4-dicarboxylic acid 1-tert-butyl ester 4-ethyl ester (3.78 g, 7.81 mmol, 1 eq) was dissolved in THF (80 mL). A 1M solution of NaOt-Bu in THF (7.8 mL, 7.8 mmol, 1 eq) was added and the reaction mixture was stirred for 2 h at rt. The reaction mixture was stirred for 48 h, quenched with 250 mL of water, transferred to a separatory funnel and extracted with dichloromethane (2×150 mL). The combined organics were dried over Na2SO4 and purified b... Reactants: C1(=CC=CC=C1)C=1C(C(=C(C1C1=CC=C(C=C1)C1=CC=2C(C3=CC=CC=C3C2C=C1)(CCC)CCC)C1=CC=C(C=C1)C1=CC=2C(C3=CC=CC=C3C2C=C1)(CCC)CCC)C1=CC=CC=C1)=O (2,5-diphenyl-3,4-di{4-[9,9-di-n-propyl-2-fluorenyl]phenyl}cyclopentadienone), C(#C)C1=CC=C(C=C1)C1=NC=CC=C1 (2-(4-Ethynylphenyl)pyridine). The solvent is C1(=CC=CC=C1)OC1=CC=CC=C1 (diphenyl ether). Run at temperature 210 celsius. The product is C1(=CC=CC=C1)C1=C(C=C(C(=C1C1=CC=C(C=C1)C1=CC=2C(C3=CC=CC=C3C2C=C1)(CCC)CCC)C1=CC=C(C=C1)C1=CC=2C(C3=CC=CC=C3C2C=C1)(CCC)CCC)C1=CC=CC=C1)C1=CC=C(C=C1)C1=NC=CC=C1 (2-{4-[2,5-Diphenyl-3,4-di(4-{9,9-di-n-propyl-2-fluorenyl}phenyl)phenyl]phenyl}pyridine). Yield: 126.4%. As a reaction SMILES: C1(C2[C:8](=O)[C:9]([C:62]3[CH:67]=[CH:66][CH:65]=[CH:64][CH:63]=3)=[C:10]([C:37]3[CH:42]=[CH:41][C:40]([C:43]4[CH:55]=[CH:54][C:53]5[C:52]6[C:47](=[CH:48][CH:49]=[CH:50][CH:51]=6)[C:46]([CH2:59][CH2:60][CH3:61])([CH2:56][CH2:57][CH3:58])[C:45]=5[CH:44]=4)=[CH:39][CH:38]=3)[C:11]=2[C:12]2[CH:17]=[CH:16][C:15]([C:18]3[CH:30]=[CH:29][C:28]4[C:27]5[C:22](=[CH:23][CH:24]=[CH:25][CH:26]=5)[C:21]([CH2:34][CH2:35][CH3:36])([CH2:31][CH2:32][CH3:33])[C:20]=4[CH:19]=3)=[CH:14][CH:13]=2)C=CC=CC=1.[C:69]([C:71]1[CH:76]=[CH:75][C:74]([C:77]2[CH:82]=[CH:81][CH:80]=[CH:79][N:78]=2)=[CH:73][CH:72]=1)#[CH:70]>C1(OC2C=CC=CC=2)C=CC=CC=1>[C:12]1([C:70]2[C:11]([C:12]3[CH:13]=[CH:14][C:15]([C:18]4[CH:30]=[CH:29][C:28]5[C:27]6[C:22](=[CH:23][CH:24]=[CH:25][CH:26]=6)[C:21]([CH2:34][CH2:35][CH3:36])([CH2:31][CH2:32][CH3:33])[C:20]=5[CH:19]=4)=[CH:16][CH:17]=3)=[C:10]([C:37]3[CH:38]=[CH:39][C:40]([C:43]4[CH:55]=[CH:54][C:53]5[C:52]6[C:47](=[CH:48][CH:49]=[CH:50][CH:51]=6)[C:46]([CH2:59][CH2:60][CH3:61])([CH2:56][CH2:57][CH3:58])[C:45]=5[CH:44]=4)=[CH:41][CH:42]=3)[C:9]([C:62]3[CH:67]=[CH:66][CH:65]=[CH:64][CH:63]=3)=[CH:8][C:69]=2[C:71]2[CH:76]=[CH:75][C:74]([C:77]3[CH:82]=[CH:81][CH:80]=[CH:79][N:78]=3)=[CH:73][CH:72]=2)[CH:17]=[CH:16][CH:15]=[CH:14][CH:13]=1. Reported procedure: A solution of (10) (1.48 g, 1.67 mmol) and (3) (200 mg, 1.12 mmol) in diphenyl ether (3 mL) was deoxygenated and heated at 210° C. under argon for 3 hours. The crude product was purified by column chromatography over silica using dichloromethane: light petroleum (1:1) as the eluent. The main band was isolated and the solvent completely removed to give (11) (1.09 g, 95%). Starting materials: CN1CCNCC1, S=C1Nc2ccccc2Nc2sc(C3CCCC3)nc21, c1ccncc1. Product: CN1CCN(C2=Nc3ccccc3Nc3sc(C4CCCC4)nc32)CC1. RXN SMILES: [CH3:1][N:2]1[CH2:3][CH2:4][NH:5][CH2:6][CH2:7]1.[CH:8]1([c:13]2[n:14][c:15]3[c:21]([s:22]2)[NH:20][c:19]2[c:18]([cH:26][cH:25][cH:24][cH:23]2)[NH:17][C:16]3=[S:27])[CH2:9][CH2:10][CH2:11][CH2:12]1.[cH:28]1[cH:29][cH:30][n:31][cH:32][cH:33]1>>[CH3:1][N:2]1[CH2:3][CH2:4][N:5]([C:16]2=[N:17][c:18]3[c:19]([cH:23][cH:24][cH:25][cH:26]3)[NH:20][c:21]3[c:15]2[n:14][c:13]([CH:8]2[CH2:9][CH2:10][CH2:11][CH2:12]2)[s:22]3)[CH2:6][CH2:7]1. Reactants: FC1=CC=C(C=C1)N1N=CC(=C(C1=O)OS(=O)(=O)C1=CC=C(C)C=C1)C1=CC=C(C=C1)S(=O)(=O)C (2-(4-fluorophenyl)-4-tosyloxy-5-[4-(methylsulfonyl)phenyl]-3(2H)-pyridazinone), CC(=CCCO)C (4-methyl-3-penten-1-ol), N (NH3). Product: FC1=CC=C(C=C1)N1N=CC(=C(C1=O)OCCC=C(C)C)C1=CC=C(C=C1)S(=O)(=O)C (2-(4-Fluorophenyl)-4-(4-methyl-3-pentenyloxy)-5-[4-(methylsulfonyl)phenyl]-3(2H)-pyridazinone). RXN SMILES: [F:1][C:2]1[CH:7]=[CH:6][C:5]([N:8]2[C:13](=[O:14])[C:12]([O:15]S(C3C=CC(C)=CC=3)(=O)=O)=[C:11]([C:26]3[CH:31]=[CH:30][C:29]([S:32]([CH3:35])(=[O:34])=[O:33])=[CH:28][CH:27]=3)[CH:10]=[N:9]2)=[CH:4][CH:3]=1.[CH3:36][C:37]([CH3:42])=[CH:38][CH2:39][CH2:40]O.N>>[F:1][C:2]1[CH:7]=[CH:6][C:5]([N:8]2[C:13](=[O:14])[C:12]([O:15][CH2:40][CH2:39][CH:38]=[C:37]([CH3:42])[CH3:36])=[C:11]([C:26]3[CH:27]=[CH:28][C:29]([S:32]([CH3:35])(=[O:34])=[O:33])=[CH:30][CH:31]=3)[CH:10]=[N:9]2)=[CH:4][CH:3]=1. Reported procedure: The title compound was prepared according to the method of Example 335, substituting 2-(4-fluorophenyl)-4-tosyloxy-5-[4-(methylsulfonyl)phenyl]-3(2H)-pyridazinone in place of 2-(3-chlorophenyl)-4-tosyloxy-5-[4-(methylsulfonyl)phenyl]-3(2H)-pyridazinone and substituting 4-methyl-3-penten-1-ol in place of isobutanol (yield: 0.1165 g, 77%). mp 111-114° C. 1H NMR (300 MHz, DMSO d6) δ 1.46 (s, 3H), 1.56 (s, 3H), 2.26 (m, 2H), 3.30 (s, 1H), 4.43 (t, J=7 Hz, 2H), 4.96 (m, 1H), 7.37 (m, 2H), 7.65 (m, 2H... Reactants: BrC(Br)(Br)Br, CC1CN(C(=O)OC(C)(C)C)CC2Cc3ccc(C(O)CO[Si](C)(C)C(C)(C)C)nc3N12, ClCCl, c1ccc(P(c2ccccc2)c2ccccc2)cc1. Yields the product CC1CN(C(=O)OC(C)(C)C)CC2Cc3ccc(CCO[Si](C)(C)C(C)(C)C)nc3N12. As a reaction SMILES: [Br:33][C:34]([Br:35])([Br:36])[Br:37].[C:1]([CH3:2])([CH3:3])([CH3:4])[O:5][C:6](=[O:7])[N:8]1[CH2:9][CH:10]2[CH2:11][c:12]3[cH:13][cH:14][c:15]([CH:22]([CH2:23][O:24][Si:25]([CH3:26])([CH3:27])[C:28]([CH3:29])([CH3:30])[CH3:31])[OH:32])[n:16][c:17]3[N:18]2[CH:19]([CH3:21])[CH2:20]1.[Cl:57][CH2:58][Cl:59].[c:38]1([P:39]([c:40]2[cH:41][cH:42][cH:43][cH:44][cH:45]2)[c:46]2[cH:47][cH:48][cH:49][cH:50][cH:51]2)[cH:52][cH:53][cH:54][cH:55][cH:56]1>>[C:1]([CH3:2])([CH3:3])([CH3:4])[O:5][C:6](=[O:7])[N:8]1[CH2:9][CH:10]2[CH2:11][c:12]3[cH:13][cH:14][c:15]([CH2:22][CH2:23][O:24][Si:25]([CH3:26])([CH3:27])[C:28]([CH3:29])([CH3:30])[CH3:31])[n:16][c:17]3[N:18]2[CH:19]([CH3:21])[CH2:20]1. Starting materials: O=C([O-])[O-], CCO, Cl, Fc1cccc(OCc2nccn2C(c2ccccc2)(c2ccccc2)c2ccccc2)c1F, [Na+], [Na+]. The product is Fc1cccc(OCc2ncc[nH]2)c1F. RXN SMILES: [C:39](=[O:40])([O-:41])[O-:42].[CH3:36][CH2:37][OH:38].[ClH:35].[F:1][c:2]1[c:3]([O:4][CH2:5][c:6]2[n:7]([C:11]([c:12]3[cH:13][cH:14][cH:15][cH:16][cH:17]3)([c:18]3[cH:19][cH:20][cH:21][cH:22][cH:23]3)[c:24]3[cH:25][cH:26][cH:27][cH:28][cH:29]3)[cH:8][cH:9][n:10]2)[cH:30][cH:31][cH:32][c:33]1[F:34].[Na+:43].[Na+:44]>>[F:1][c:2]1[c:3]([O:4][CH2:5][c:6]2[n:7][cH:8][cH:9][nH:10]2)[cH:30][cH:31][cH:32][c:33]1[F:34]. Starting materials: CCOC(=O)CC(=O)OCC, Cc1ccccc1, O=[N+]([O-])c1cnccc1Cl, [H-], [Na+]. Yields the product CCOC(=O)C(C(=O)OCC)c1ccncc1[N+](=O)[O-]. RXN SMILES: [C:3]([CH2:4][C:5](=[O:6])[O:7][CH2:8][CH3:9])(=[O:10])[O:11][CH2:12][CH3:13].[CH3:24][c:25]1[cH:26][cH:27][cH:28][cH:29][cH:30]1.[Cl:14][c:15]1[c:16]([N+:21](=[O:22])[O-:23])[cH:17][n:18][cH:19][cH:20]1.[H-:1].[Na+:2]>>[C:3]([CH:4]([C:5](=[O:6])[O:7][CH2:8][CH3:9])[c:15]1[c:16]([N+:21](=[O:22])[O-:23])[cH:17][n:18][cH:19][cH:20]1)(=[O:10])[O:11][CH2:12][CH3:13]. The reactants are ClC1CCCCC1 (Chlorocyclohexane), N1=CC=NC=C1 (pyrazine), C1(=CC=CC=C1)[Mg]Br (phenylmagnesium bromide), C1(=CC=CC=C1)[Mg]Br (phenylmagnesium bromide). The solvent is C1CCOC1 (THF), C1CCOC1 (THF). The product is C1(CCCCC1)C1=CC=CC=C1 (Cyclohexylbenzene). The yield is 85.0%. As a reaction SMILES: Cl[CH:2]1[CH2:7][CH2:6][CH2:5][CH2:4][CH2:3]1.[C:8]1([Mg]Br)[CH:13]=[CH:12][CH:11]=[CH:10][CH:9]=1.N1C=CN=CC=1>C1COCC1>[CH:2]1([C:8]2[CH:13]=[CH:12][CH:11]=[CH:10][CH:9]=2)[CH2:7][CH2:6][CH2:5][CH2:4][CH2:3]1. Procedure details: Chlorocyclohexane (59.5 mg, 0.5 mmol) and a THF solution (0.77 mL, 0.97 M, 0.75 mmol) of phenylmagnesium bromide were used as starting materials, and reacted as in Entry 1. Conditions: The THF solution of phenylmagnesium bromide was added dropwise at 40° C. over 2 hours. 1H-NMR analysis was conducted using pyrazine (19.4 mg, 0.24 mmol) as an internal standard (yield 85%). Procedure details: Using 402 mg of p-methoxybenzyl 7-{(Z)-2-(2-tritylaminothiazol-4-yl)-2-diphenylmethoxycarbonylmethoxyiminoacetamido}-3-chloromethyl-3-cephem-4-carboxylate in place of p-methoxybenzyl 7-{(Z)-2-(2-tritylaminothiazol-4-yl)-2-methoxyiminoacetamido}-3-chloromethyl-3-cephem-4-carboxylate and 74 mg of 2-mercaptothiazolo[4,5-c]pyridine, the reaction and purification were carried out in the same manner as in Example 1(a) to obtain 356 mg of the title compound in a yield of 78%. Yield: 78.3%. Product: C(C1=CC=CC=C1)(C1=CC=CC=C1)(C1=CC=CC=C1)NC=1SC=C(N1)/C(/C(=O)NC1[C@@H]2N(C(=C(CS2)CSC=2SC3=C(C=NC=C3)N2)C(=O)OCC2=CC=C(C=C2)OC)C1=O)=N/OCC(=O)OC(C1=CC=CC=C1)C1=CC=CC=C1 (p-methoxybenzyl 7-{(Z)-2-(2-tritylaminothiazol-4-yl)-2-diphenylmethoxycarbonylmethoxyiminoacetamido}-3-(thiazolo[4,5-c]pyridin-2-yl)thiomethyl-3-cephem-4-carboxylate). RXN SMILES: [C:1]([NH:20][C:21]1[S:22][CH:23]=[C:24](/[C:26](=[N:53]/[O:54][CH2:55][C:56]([O:58][CH:59]([C:66]2[CH:71]=[CH:70][CH:69]=[CH:68][CH:67]=2)[C:60]2[CH:65]=[CH:64][CH:63]=[CH:62][CH:61]=2)=[O:57])/[C:27]([NH:29][CH:30]2[C:51](=[O:52])[N:32]3[C:33]([C:39]([O:41][CH2:42][C:43]4[CH:48]=[CH:47][C:46]([O:49][CH3:50])=[CH:45][CH:44]=4)=[O:40])=[C:34]([CH2:37]Cl)[CH2:35][S:36][C@H:31]23)=[O:28])[N:25]=1)([C:14]1[CH:19]=[CH:18][CH:17]=[CH:16][CH:15]=1)([C:8]1[CH:13]=[CH:12][CH:11]=[CH:10][CH:9]=1)[C:2]1[CH:7]=[CH:6][CH:5]=[CH:4][CH:3]=1.[SH:72][C:73]1[S:74][C:75]2[CH:80]=[CH:79][N:78]=[CH:77][C:76]=2[N:81]=1>>[C:1]([NH:20][C:21]1[S:22][CH:23]=[C:24](/[C:26](=[N:53]/[O:54][CH2:55][C:56]([O:58][CH:59]([C:66]2[CH:71]=[CH:70][CH:69]=[CH:68][CH:67]=2)[C:60]2[CH:65]=[CH:64][CH:63]=[CH:62][CH:61]=2)=[O:57])/[C:27]([NH:29][CH:30]2[C:51](=[O:52])[N:32]3[C:33]([C:39]([O:41][CH2:42][C:43]4[CH:48]=[CH:47][C:46]([O:49][CH3:50])=[CH:45][CH:44]=4)=[O:40])=[C:34]([CH2:37][S:72][C:73]4[S:74][C:75]5[CH:80]=[CH:79][N:78]=[CH:77][C:76]=5[N:81]=4)[CH2:35][S:36][C@H:31]23)=[O:28])[N:25]=1)([C:14]1[CH:19]=[CH:18][CH:17]=[CH:16][CH:15]=1)([C:8]1[CH:13]=[CH:12][CH:11]=[CH:10][CH:9]=1)[C:2]1[CH:7]=[CH:6][CH:5]=[CH:4][CH:3]=1. Reactants: C(C1=CC=CC=C1)(C1=CC=CC=C1)(C1=CC=CC=C1)NC=1SC=C(N1)/C(/C(=O)NC1[C@@H]2N(C(=C(CS2)CCl)C(=O)OCC2=CC=C(C=C2)OC)C1=O)=N/OCC(=O)OC(C1=CC=CC=C1)C1=CC=CC=C1 (p-methoxybenzyl 7-{(Z)-2-(2-tritylaminothiazol-4-yl)-2-diphenylmethoxycarbonylmethoxyiminoacetamido}-3-chloromethyl-3-cephem-4-carboxylate), SC=1SC2=C(C=NC=C2)N1 (2-mercaptothiazolo[4,5-c]pyridine).